This data is from the Open Reaction Database (ORD), a public repository of structured organic reaction records. The task is: describe an organic reaction: reactants, conditions, products, and yield The product is FC1=CC=C(C=C1)C1=C(SC2=C1N=C(N=C2)NC2=C(C=C(C=C2)N2CCN(CC2)C)OC(C)C)C(=O)N (7-(4-Fluorophenyl)-2-{[4-(4-methylpiperazin-1-yl)-2-(propan-2-yloxy)phenyl]amino}thieno[3,2-d]pyrimidine-6-carboxamide). Reactants: FC1=CC=C(C=C1)C1=C(SC2=C1N=C(N=C2)S(=O)(=O)C)C(=O)N (7-(4-fluorophenyl)-2-(methylsulfonyl)thieno[3,2-d]pyrimidine-6-carboxamide), [H-].[Na+] (sodium hydride), CN1CCN(CC1)C1=CC(=C(C=C1)NC=O)OC(C)C (N-[4-(4-methylpiperazin-1-yl)-2-(propan-2-yloxy)phenyl]formamide). As a reaction SMILES: [H-].[Na+].[CH3:3][N:4]1[CH2:9][CH2:8][N:7]([C:10]2[CH:15]=[CH:14][C:13]([NH:16][CH:17]=O)=[C:12]([O:19][CH:20]([CH3:22])[CH3:21])[CH:11]=2)[CH2:6][CH2:5]1.[F:23][C:24]1[CH:29]=[CH:28][C:27]([C:30]2[C:34]3[N:35]=C(S(C)(=O)=O)[N:37]=[CH:38][C:33]=3[S:32][C:31]=2[C:43]([NH2:45])=[O:44])=[CH:26][CH:25]=1>CN(C)C=O.CO>[F:23][C:24]1[CH:25]=[CH:26][C:27]([C:30]2[C:34]3[N:35]=[C:17]([NH:16][C:13]4[CH:14]=[CH:15][C:10]([N:7]5[CH2:8][CH2:9][N:4]([CH3:3])[CH2:5][CH2:6]5)=[CH:11][C:12]=4[O:19][CH:20]([CH3:22])[CH3:21])[N:37]=[CH:38][C:33]=3[S:32][C:31]=2[C:43]([NH2:45])=[O:44])=[CH:28][CH:29]=1 |f:0.1|. Run at time 30 minute. Solvent: CN(C=O)C (dimethylformamide), CO (methanol), CN(C=O)C (dimethylformamide), CN(C=O)C (dimethylformamide). Procedure: 27 mg of sodium hydride (at 60%) are added to a solution of 126 mg of N-[4-(4-methylpiperazin-1-yl)-2-(propan-2-yloxy)phenyl]formamide in 2 ml of dimethylformamide. The suspension is stirred at ambient temperature for 30 min, and is then diluted with 1 ml of dimethylformamide, and a solution of 80 mg of 7-(4-fluorophenyl)-2-(methylsulfonyl)thieno[3,2-d]pyrimidine-6-carboxamide in 2 ml of dimethylformamide is added. The mixture is stirred at ambient temperature for 30 min, and then diluted with 5... Reactants: C1(CC1)C1=CC(=C(C=C1)NC1=C(C=CC=2C=NSC21)C(=O)O)F (7-(4-cyclopropyl-2-fluoro-phenylamino)-benzo[d]isothiazole-6-carboxylic acid), C(C)(C)N(CC)C(C)C (diisopropylethylamine), CC1(OC[C@@H](O1)CON)C (O—((R)-2,2-dimethyl-[1,3]dioxolan-4-ylmethyl)-hydroxylamine), CCN=C=NCCCN(C)C (EDCI), C=1C=CC2=C(C1)N=NN2O (HOBt). The solvent is CN(C)C=O (DMF), C(C)(=O)OCC (ethyl acetate). Reaction conditions: time 2 hour. Yields the product O[C@@H](CONC(=O)C1=C(C2=C(C=NS2)C=C1)NC1=C(C=C(C=C1)C1CC1)F)CO (7-(4-Cyclopropyl-2-fluoro-phenylamino)-benzo[d]isothiazole-6-carboxylic acid ((R)-2,3-dihydroxy-propoxy)-amide). Yield: 58.6%. As a reaction SMILES: [CH:1]1([C:4]2[CH:9]=[CH:8][C:7]([NH:10][C:11]3[C:19]4[S:18][N:17]=[CH:16][C:15]=4[CH:14]=[CH:13][C:12]=3[C:20]([OH:22])=O)=[C:6]([F:23])[CH:5]=2)[CH2:3][CH2:2]1.C(N(C(C)C)CC)(C)C.CC1(C)[O:38][C@@H:37]([CH2:39][O:40][NH2:41])[CH2:36][O:35]1.CCN=C=NCCCN(C)C.C1C=CC2N(O)N=NC=2C=1>CN(C=O)C.C(OCC)(=O)C>[OH:38][C@H:37]([CH2:36][OH:35])[CH2:39][O:40][NH:41][C:20]([C:12]1[CH:13]=[CH:14][C:15]2[CH:16]=[N:17][S:18][C:19]=2[C:11]=1[NH:10][C:7]1[CH:8]=[CH:9][C:4]([CH:1]2[CH2:3][CH2:2]2)=[CH:5][C:6]=1[F:23])=[O:22]. Procedure: To a solution of 7-(4-cyclopropyl-2-fluoro-phenylamino)-benzo[d]isothiazole-6-carboxylic acid (155 mg, 0.47 mmol) and diisopropylethylamine (0.10 mL, 0.61 mmol) in DMF (5 mL) were added O—((R)-2,2-dimethyl-[1,3]dioxolan-4-ylmethyl)-hydroxylamine (97 mg, 0.66 mmol), EDCI (117 mg, 0.61 mmol) and HOBt (83 mg, 0.61 mmol). The reaction mixture was stirred for 2 hours at room temperature, diluted with ethyl acetate, washed with water, a saturated aqueous solution of sodium hydrogen carbonate, then bri...